This data is from the Open Reaction Database (ORD), a public repository of structured organic reaction records. The task is: describe an organic reaction: reactants, conditions, products, and yield Product: CC(C)(C)CC1NC(C(=O)Nc2ccc(C(N)=O)cn2)C(c2cccc(Cl)c2F)C12C(=O)Nc1cc(Cl)ccc12. Starting materials: CC(C)(C)CC1NC(C(=O)Nc2ccc(C#N)cn2)C(c2cccc(Cl)c2F)C12C(=O)Nc1cc(Cl)ccc12, CS(C)=O, [Na+], [OH-], OO. RXN SMILES: [C:1](#[N:2])[c:3]1[cH:4][cH:5][c:6]([NH:9][C:10](=[O:11])[CH:12]2[CH:13]([c:32]3[c:33]([F:39])[c:34]([Cl:38])[cH:35][cH:36][cH:37]3)[C:14]3([C:15](=[O:24])[NH:16][c:17]4[cH:18][c:19]([Cl:23])[cH:20][cH:21][c:22]43)[CH:25]([CH2:27][C:28]([CH3:29])([CH3:30])[CH3:31])[NH:26]2)[n:7][cH:8]1.[CH3:44][S:45]([CH3:46])=[O:47].[Na+:43].[OH-:42].[OH:40][OH:41]>>[C:1]([NH2:2])([c:3]1[cH:4][cH:5][c:6]([NH:9][C:10](=[O:11])[CH:12]2[CH:13]([c:32]3[c:33]([F:39])[c:34]([Cl:38])[cH:35][cH:36][cH:37]3)[C:14]3([C:15](=[O:24])[NH:16][c:17]4[cH:18][c:19]([Cl:23])[cH:20][cH:21][c:22]43)[CH:25]([CH2:27][C:28]([CH3:29])([CH3:30])[CH3:31])[NH:26]2)[n:7][cH:8]1)=[O:40]. Starting materials: CO (methanol), FC1=CC=C(C=C1)NC(=O)C=1C=NC(=NC1)OCC(=O)O ([5-(4-fluorophenylcarbamoyl)pyrimidin-2-yloxy]acetic acid), C1(CCCC1)O (cyclopentanol). The solvent is ClCCl (dichloromethane). The product is C1(CCCC1)OC(COC1=NC=C(C=N1)C(NC1=CC=C(C=C1)F)=O)=O ([5-(4-Fluorophenylcarbamoyl)pyrimidin-2-yloxy]acetic acid cyclopentyl ester). Isolated yield 77.0%. RXN SMILES: [F:1][C:2]1[CH:7]=[CH:6][C:5]([NH:8][C:9]([C:11]2[CH:12]=[N:13][C:14]([O:17][CH2:18][C:19]([OH:21])=[O:20])=[N:15][CH:16]=2)=[O:10])=[CH:4][CH:3]=1.[CH:22]1(O)[CH2:26][CH2:25][CH2:24][CH2:23]1.CO>ClCCl>[CH:22]1([O:20][C:19](=[O:21])[CH2:18][O:17][C:14]2[N:13]=[CH:12][C:11]([C:9](=[O:10])[NH:8][C:5]3[CH:4]=[CH:3][C:2]([F:1])=[CH:7][CH:6]=3)=[CH:16][N:15]=2)[CH2:26][CH2:25][CH2:24][CH2:23]1. Procedure: The titled compound was prepared from [5-(4-fluorophenylcarbamoyl)pyrimidin-2-yloxy]acetic acid using cyclopentanol (31 μL, 0.34 mmol) as the coupling partner. Chromatography (1:1 methanol:dichloromethane) through SiO2 yielded 47 mg (77%) of the titled compound as fine white needles. ESI-MS m/z 360 (MH+), 358 (M−H−). Reactants: C(#N)C=1C=C(C=CC1)C1=CC(=C(C=C1)OC)CNC1CCC(CC1)N(C(OC(C)(C)C)=O)C (tert-Butyl {4-[(3′-cyano-4-methoxy-biphenyl-3-ylmethyl)-amino]-cyclohexyl}-methyl-carbamate), ClC=1C2=C(SC1C(=O)Cl)C=CC=C2 (3-chloro-benzo[b]thiophene-2-carbonyl chloride). Product: ClC=1C2=C(SC1C(=O)N(C1CCC(CC1)N(C(OC(C)(C)C)=O)C)CC=1C=C(C=CC1OC)C1=CC(=CC=C1)C#N)C=CC=C2 (tert-Butyl {4-[(3-chloro-benzo[b]thiophene-2-carbonyl)-(3′-cyano-4-methoxy-biphenyl-3-ylmethyl)-amino]-cyclohexyl}-methyl-carbamate). Reaction SMILES: [C:1]([C:3]1[CH:4]=[C:5]([C:9]2[CH:14]=[CH:13][C:12]([O:15][CH3:16])=[C:11]([CH2:17][NH:18][CH:19]3[CH2:24][CH2:23][CH:22]([N:25]([CH3:33])[C:26](=[O:32])[O:27][C:28]([CH3:31])([CH3:30])[CH3:29])[CH2:21][CH2:20]3)[CH:10]=2)[CH:6]=[CH:7][CH:8]=1)#[N:2].[Cl:34][C:35]1[C:36]2[CH:46]=[CH:45][CH:44]=[CH:43][C:37]=2[S:38][C:39]=1[C:40](Cl)=[O:41]>>[Cl:34][C:35]1[C:36]2[CH:46]=[CH:45][CH:44]=[CH:43][C:37]=2[S:38][C:39]=1[C:40]([N:18]([CH2:17][C:11]1[CH:10]=[C:9]([C:5]2[CH:6]=[CH:7][CH:8]=[C:3]([C:1]#[N:2])[CH:4]=2)[CH:14]=[CH:13][C:12]=1[O:15][CH3:16])[CH:19]1[CH2:24][CH2:23][CH:22]([N:25]([CH3:33])[C:26](=[O:32])[O:27][C:28]([CH3:30])([CH3:29])[CH3:31])[CH2:21][CH2:20]1)=[O:41]. Reported procedure: Biaryl amine 22 (386 mg, 0.86 mmol) is treated with 3-chloro-benzo[b]thiophene-2-carbonyl chloride (238 mg, 1.03 mmol) using Method D to give the title compound. The reactants are C([O-])([O-])=O.[K+].[K+] (Potassium carbonate), CC(C)(C)[Si](OC[C@H](C)OC=1C=C(C(=O)NC=2SC=CN2)C=C(C1)O)(C)C (3-[((1S)-2-{[(1,1-dimethylethyl)(dimethyl)silyl]oxy}-1-methylethyl)oxy]-5-hydroxy-N-1,3-thiazol-2-ylbenzamide), N1(CCC1)C(=O)C=1C=CC(=NC1)Cl (5-(azetidin-1-ylcarbonyl)-2-chloropyridine). Run in C(C)#N (acetonitrile). Run at temperature 160 celsius. Product: N1(CCC1)C(=O)C=1C=CC(=NC1)OC=1C=C(C(=O)NC=2SC=CN2)C=C(C1)O[C@H](CO[Si](C)(C)C(C)(C)C)C (3-{[5-(Azetidin-1-ylcarbonyl)pyridin-2-yl]oxy}-5-[((1S)-2-{[(1,1-dimethylethyl)(dimethyl)silyl]oxy}-1-methylethyl)oxy]-N-1,3-thiazol-2-ylbenzamide). Reaction SMILES: C(=O)([O-])[O-].[K+].[K+].[CH3:7][C:8]([Si:11]([CH3:33])([CH3:32])[O:12][CH2:13][C@@H:14]([O:16][C:17]1[CH:18]=[C:19]([CH:28]=[C:29]([OH:31])[CH:30]=1)[C:20]([NH:22][C:23]1[S:24][CH:25]=[CH:26][N:27]=1)=[O:21])[CH3:15])([CH3:10])[CH3:9].[N:34]1([C:38]([C:40]2[CH:41]=[CH:42][C:43](Cl)=[N:44][CH:45]=2)=[O:39])[CH2:37][CH2:36][CH2:35]1>C(#N)C>[N:34]1([C:38]([C:40]2[CH:41]=[CH:42][C:43]([O:31][C:29]3[CH:28]=[C:19]([CH:18]=[C:17]([O:16][C@@H:14]([CH3:15])[CH2:13][O:12][Si:11]([C:8]([CH3:9])([CH3:10])[CH3:7])([CH3:33])[CH3:32])[CH:30]=3)[C:20]([NH:22][C:23]3[S:24][CH:25]=[CH:26][N:27]=3)=[O:21])=[N:44][CH:45]=2)=[O:39])[CH2:37][CH2:36][CH2:35]1 |f:0.1.2|. Procedure details: Potassium carbonate (0.14 g, 0.98 mmol) was added to a mixture of 3-[((1S)-2-{[(1,1-dimethylethyl)(dimethyl)silyl]oxy}-1-methylethyl)oxy]-5-hydroxy-N-1,3-thiazol-2-ylbenzamide (200 mg, 0.49 mmol) and 5-(azetidin-1-ylcarbonyl)-2-chloropyridine (96 mg, 0.49 mmol) in acetonitrile (5.0 mL) and the stirred mixture heated at 160° C. in a ‘Biotage initiator Microwave’ for 4 hours. The mixture was allowed to reach RT and pressure and was partitioned between ethyl acetate (50 mL) and water (50 mL). The e... Reactants: CN(C)c1ccc([N+](=O)[O-])cc1-c1ncco1, CC(=O)O, [Fe], [Na+], [OH-], O. The product is CN(C)c1ccc(N)cc1-c1ncco1. Reaction SMILES: [CH3:1][N:2]([c:3]1[c:4](-[c:12]2[o:13][cH:14][cH:15][n:16]2)[cH:5][c:6]([N+:9]([O-:10])=[O:11])[cH:7][cH:8]1)[CH3:17].[CH3:21][C:22](=[O:23])[OH:24].[Fe:25].[Na+:20].[OH-:19].[OH2:18]>>[CH3:1][N:2]([c:3]1[c:4](-[c:12]2[o:13][cH:14][cH:15][n:16]2)[cH:5][c:6]([NH2:9])[cH:7][cH:8]1)[CH3:17]. Starting materials: COc1ccc(-c2c(Cl)ncn2-c2ccc(S(=O)(=O)NC(C)(C)C)cc2)cc1F, Cl, [Na+], [OH-], O. Yields the product COc1ccc(-c2c(Cl)ncn2-c2ccc(S(N)(=O)=O)cc2)cc1F. As a reaction SMILES: [C:1]([CH3:2])([CH3:3])([CH3:4])[NH:5][S:6](=[O:7])(=[O:8])[c:9]1[cH:10][cH:11][c:12](-[n:15]2[cH:16][n:17][c:18]([Cl:29])[c:19]2-[c:20]2[cH:21][c:22]([F:28])[c:23]([O:26][CH3:27])[cH:24][cH:25]2)[cH:13][cH:14]1.[ClH:30].[Na+:32].[OH-:31].[OH2:33]>>[NH2:5][S:6](=[O:7])(=[O:8])[c:9]1[cH:10][cH:11][c:12](-[n:15]2[cH:16][n:17][c:18]([Cl:29])[c:19]2-[c:20]2[cH:21][c:22]([F:28])[c:23]([O:26][CH3:27])[cH:24][cH:25]2)[cH:13][cH:14]1. Starting materials: [N+](=O)([O-])C1=CC2=C(N=CCO2)C=C1 (7-nitrobenz[1,4]oxazine), C(C)(=O)OCC (ethyl acetate), [OH-].[Na+] (NaOH), Br.BrCC=1C=NC=CC1 (3-(Bromomethyl)-pyridine hydrobromide). The reagents and catalysts are [Cl-].C(CCC)[N+](CCCC)(CCCC)CCCC (tetrabutyl ammonium chloride). Solvent: O (water), CN(C)C=O (DMF). Run at time 30 minute. Yields the product [N+](=O)([O-])C1=CC2=C(N(C=CO2)CC=2C=NC=CC2)C=C1 (7-nitro-4-(3-pyridylmethyl)benz[1,4]oxazine). Yield: 44.8%. As a reaction SMILES: [N+:1]([C:4]1[CH:13]=[CH:12][C:7]2[N:8]=[CH:9][CH2:10][O:11][C:6]=2[CH:5]=1)([O-:3])=[O:2].[OH-].[Na+].Br.Br[CH2:18][C:19]1[CH:20]=[N:21][CH:22]=[CH:23][CH:24]=1.C(OCC)(=O)C>[Cl-].C([N+](CCCC)(CCCC)CCCC)CCC.CN(C=O)C.O>[N+:1]([C:4]1[CH:13]=[CH:12][C:7]2[N:8]([CH2:18][C:19]3[CH:20]=[N:21][CH:22]=[CH:23][CH:24]=3)[CH:9]=[CH:10][O:11][C:6]=2[CH:5]=1)([O-:3])=[O:2] |f:1.2,3.4,6.7|. Reported procedure: To a dry reaction flask equipped with a reflux condenser, a magnetic stirring bar and a rubber septum with a N2 inlet was placed 7-nitrobenz[1,4]oxazine (1.0 g, 5.55 mmol), tetrabutyl ammonium chloride (56 mg), powdered NaOH (0.58 g) in dry DMF (10 mL). The reaction mixture was stirred at room temperature for 30 minutes. 3-(Bromomethyl)-pyridine hydrobromide (1.40 g, 5.55 mmol) was added. The reaction mixture was heated at 80° C. for over night, cooled to room temperature, poured in water (200 m... Starting materials: CN[C@@H]1CC[C@H](CC1)CCCCCOS(=O)(=O)C (trans-Methansulfonic acid 5-(4-methyl amino-cyclohexyl)-pentyl ester), CNCCC (methyl-propyl-amine), FC(C(=O)O)(F)F (trifluoroacetic acid), ClC(=O)OC1=CC=C(C=C1)Cl (4-chlorophenyl chloroformate). Yields the product ClC1=CC=C(C=C1)OC(N([C@@H]1CC[C@H](CC1)CCCCCN(CCC)C)C)=O (trans-Methyl-{4-[5-(methyl-propyl-amino)-pentyl]-cyclohexyl}-carbamic acid 4-chloro-phenyl ester). As a reaction SMILES: [CH3:1][NH:2][C@H:3]1[CH2:8][CH2:7][C@H:6]([CH2:9][CH2:10][CH2:11][CH2:12][CH2:13]OS(C)(=O)=O)[CH2:5][CH2:4]1.FC(F)(F)C(O)=O.Cl[C:27]([O:29][C:30]1[CH:35]=[CH:34][C:33]([Cl:36])=[CH:32][CH:31]=1)=[O:28].[CH3:37][NH:38][CH2:39][CH2:40][CH3:41]>>[Cl:36][C:33]1[CH:34]=[CH:35][C:30]([O:29][C:27](=[O:28])[N:2]([CH3:1])[C@H:3]2[CH2:4][CH2:5][C@H:6]([CH2:9][CH2:10][CH2:11][CH2:12][CH2:13][N:38]([CH3:37])[CH2:39][CH2:40][CH3:41])[CH2:7][CH2:8]2)=[CH:31][CH:32]=1. Procedure details: In analogy to examples 29.10 and 29.11, trans-Methansulfonic acid 5-(4-methyl amino-cyclohexyl)-pentyl ester.trifluoroacetic acid salt and 4-chlorophenyl chloroformate were reacted, followed by treatment with methyl-propyl-amine to give trans-Methyl-{4-[5-(methyl-propyl-amino)-pentyl]-cyclohexyl}-carbamic acid 4-chloro-phenyl ester, MS: 409 (MH+, 1Cl).